Dataset: the Open Reaction Database (ORD), a public repository of structured organic reaction records. Task: describe an organic reaction: reactants, conditions, products, and yield The reactants are ClC1=NN(C=C1)C=1C=NC=CC1 (3-(3-chloro-1H-pyrazol-1-yl)pyridine), BrC=1C=NC=CC1 (3-bromopyridine), ClC1=NNC=C1 (3-chloropyrazole), (3-halo-1-(pyridin-3-yl)-1H-pyrazol-4-yl)amides, carbamates, N1N=CC=C1 (1H-pyrazole), CN(S(=O)(=O)Cl)C (dimethylsulfamoyl chloride), [H-].[Na+] (sodium hydride). The product is ClC1=NNC=C1 (3-chloropyrazole), CN(S(=O)(=O)N1N=CC=C1)C (N,N-dimethyl-1H-pyrazole-1-sulfonamide). RXN SMILES: [Cl:1][C:2]1[CH:6]=[CH:5][N:4](C2C=NC=CC=2)[N:3]=1.BrC1C=NC=CC=1.Cl[C:21]1[CH:25]=[CH:24][NH:23][N:22]=1.N1C=CC=N1.[CH3:31][N:32]([CH3:37])[S:33](Cl)(=[O:35])=[O:34].[H-].[Na+]>>[Cl:1][C:2]1[CH:6]=[CH:5][NH:4][N:3]=1.[CH3:31][N:32]([CH3:37])[S:33]([N:23]1[CH:24]=[CH:25][CH:21]=[N:22]1)(=[O:35])=[O:34] |f:5.6|. Procedure: US 20130288893(A1) describes, inter alia, certain (3-halo-1-(pyridin-3-yl)-1H-pyrazol-4-yl)amides and carbamates and their use as pesticides. The route to prepare such compounds involved the preparation of 3-(3-chloro-1H-pyrazol-1-yl)pyridine by the direct coupling of 3-bromopyridine with 3-chloropyrazole. The 3-chloropyrazole was prepared by a) treating 1H-pyrazole with 2 dimethylsulfamoyl chloride and sodium hydride to provide N,N-dimethyl-1H-pyrazole-1-sulfonamide, b) treating the N,N-dimethy... Starting materials: CCOC(=O)c1cc2c(COC3CCCCO3)cccc2n1C, Cl, C1CCOC1, O. Yields the product CCOC(=O)c1cc2c(CO)cccc2n1C. RXN SMILES: [CH3:7][n:8]1[c:9]([C:25](=[O:26])[O:27][CH2:28][CH3:29])[cH:10][c:11]2[c:12]([CH2:17][O:18][CH:19]3[CH2:20][CH2:21][CH2:22][CH2:23][O:24]3)[cH:13][cH:14][cH:15][c:16]12.[ClH:1].[O:2]1[CH2:3][CH2:4][CH2:5][CH2:6]1.[OH2:30]>>[CH3:7][n:8]1[c:9]([C:25](=[O:26])[O:27][CH2:28][CH3:29])[cH:10][c:11]2[c:12]([CH2:17][OH:18])[cH:13][cH:14][cH:15][c:16]12. Starting materials: BrC1=CC(=C(C=C1)C(=O)N1CCN(CC1)C1=NC=C(C=C1C)C)F ((4-bromo-2-fluorophenyl) [4-(3,5-dimethylpyridin-2-yl)piperazin-1-yl]methanone), N1C(CC1)=O (2-azetidinone). Product: CC=1C(=NC=C(C1)C)N1CCN(CC1)C(=O)C1=C(C=C(C=C1)N1C(CC1)=O)F (1-{4-[4-(3,5-dimethylpyridin-2-yl)piperazine-1-carbonyl]-3-fluorophenyl}azetidin-2-one). The yield is 32.1%. RXN SMILES: Br[C:2]1[CH:7]=[CH:6][C:5]([C:8]([N:10]2[CH2:15][CH2:14][N:13]([C:16]3[C:21]([CH3:22])=[CH:20][C:19]([CH3:23])=[CH:18][N:17]=3)[CH2:12][CH2:11]2)=[O:9])=[C:4]([F:24])[CH:3]=1.[NH:25]1[CH2:28][CH2:27][C:26]1=[O:29]>>[CH3:22][C:21]1[C:16]([N:13]2[CH2:14][CH2:15][N:10]([C:8]([C:5]3[CH:6]=[CH:7][C:2]([N:25]4[CH2:28][CH2:27][C:26]4=[O:29])=[CH:3][C:4]=3[F:24])=[O:9])[CH2:11][CH2:12]2)=[N:17][CH:18]=[C:19]([CH3:23])[CH:20]=1. Procedure details: Using (4-bromo-2-fluorophenyl) [4-(3,5-dimethylpyridin-2-yl)piperazin-1-yl]methanone (150 mg) described in Preparation Example 114 and 2-azetidinone (30 mg) and by the reaction and treatment in the same manner as in Example 1, the title compound (47 mg) was obtained. Reactants: CCOC(C)=O, CC(N=[N+]=[N-])c1cccc([N+](=O)[O-])c1, [Na+], C1CCOC1, [OH-], c1ccc(P(c2ccccc2)c2ccccc2)cc1. The product is CC(N)c1cccc([N+](=O)[O-])c1. RXN SMILES: [CH3:41][CH2:42][O:43][C:44](=[O:45])[CH3:46].[N+:1](=[O:2])([O-:3])[c:4]1[cH:5][c:6]([CH:10]([CH3:11])[N:12]=[N+:13]=[N-:14])[cH:7][cH:8][cH:9]1.[Na+:35].[O:36]1[CH2:37][CH2:38][CH2:39][CH2:40]1.[OH-:34].[c:15]1([P:16]([c:17]2[cH:18][cH:19][cH:20][cH:21][cH:22]2)[c:23]2[cH:24][cH:25][cH:26][cH:27][cH:28]2)[cH:29][cH:30][cH:31][cH:32][cH:33]1>>[N+:1](=[O:2])([O-:3])[c:4]1[cH:5][c:6]([CH:10]([CH3:11])[NH2:12])[cH:7][cH:8][cH:9]1. Reactants: Cc1ccccc1Nc1nc2ccc(CC(=O)Nc3ccc(C4(CC(=O)OC(C)(C)C)CCCC4)cc3)cc2o1, ClCCl, O, O=C(O)C(F)(F)F. Product: Cc1ccccc1Nc1nc2ccc(CC(=O)Nc3ccc(C4(CC(=O)O)CCCC4)cc3)cc2o1. Reaction SMILES: [C:1]([CH3:2])([CH3:3])([CH3:4])[O:5][C:6]([CH2:7][C:8]1([c:13]2[cH:14][cH:15][c:16]([NH:19][C:20]([CH2:21][c:22]3[cH:23][c:24]4[c:25]([n:26][c:27]([NH:29][c:30]5[c:31]([CH3:36])[cH:32][cH:33][cH:34][cH:35]5)[o:28]4)[cH:37][cH:38]3)=[O:39])[cH:17][cH:18]2)[CH2:9][CH2:10][CH2:11][CH2:12]1)=[O:40].[Cl:41][CH2:42][Cl:43].[OH2:44].[OH:45][C:46]([C:47]([F:48])([F:49])[F:50])=[O:51]>>[O:5]=[C:6]([CH2:7][C:8]1([c:13]2[cH:14][cH:15][c:16]([NH:19][C:20]([CH2:21][c:22]3[cH:23][c:24]4[c:25]([n:26][c:27]([NH:29][c:30]5[c:31]([CH3:36])[cH:32][cH:33][cH:34][cH:35]5)[o:28]4)[cH:37][cH:38]3)=[O:39])[cH:17][cH:18]2)[CH2:9][CH2:10][CH2:11][CH2:12]1)[OH:40]. Reactants: CO, COC(=S)c1ccc(C)c(C(C)=O)c1, [Na+], [OH-], O. Yields the product CC(=O)c1cc(C(O)=S)ccc1C. RXN SMILES: [CH3:17][OH:18].[CH3:1][O:2][C:3]([c:4]1[cH:5][c:6]([C:11]([CH3:12])=[O:13])[c:7]([CH3:10])[cH:8][cH:9]1)=[S:14].[Na+:16].[OH-:15].[OH2:19]>>[OH:2][C:3]([c:4]1[cH:5][c:6]([C:11]([CH3:12])=[O:13])[c:7]([CH3:10])[cH:8][cH:9]1)=[S:14]. Starting materials: C(C)OC(CN(C)CC1=C(C2=C(C=C1)OCO2)OC)OCC (N-(2-methoxy-3,4-methylenedioxybenzyl)-N-methylaminoacetaldehyde diethylacetal), aqueous solution, [OH-].[Na+] (sodium hydroxide), S(O)(O)(=O)=O (sulfuric acid). Solvent: C(C)O (ethanol). Yields the product OC1CN(CC2=C(C3=C(C=C12)OCO3)OC)C (4-hydroxy-8-methoxy-2-methyl-6,7 -methylenedioxy-1,2,3,4-tetrahydroisoquinoline), C(C)OC1CN(CC2=C(C3=C(C=C12)OCO3)OC)C (4-ethoxy-8-methoxy-2-methyl-6,7-methylenedioxy-1,2,3,4-tetrahydroisoquinoline). Yield: 17.0%. As a reaction SMILES: [CH2:1]([O:3][CH:4](OCC)[CH2:5][N:6]([CH2:8][C:9]1[CH:14]=[CH:13][C:12]2[O:15][CH2:16][O:17][C:11]=2[C:10]=1[O:18][CH3:19])[CH3:7])[CH3:2].S(=O)(=O)(O)O.[OH-].[Na+]>C(O)C>[OH:3][CH:4]1[C:14]2[C:9](=[C:10]([O:18][CH3:19])[C:11]3[O:17][CH2:16][O:15][C:12]=3[CH:13]=2)[CH2:8][N:6]([CH3:7])[CH2:5]1.[CH2:1]([O:3][CH:4]1[C:14]2[C:9](=[C:10]([O:18][CH3:19])[C:11]3[O:17][CH2:16][O:15][C:12]=3[CH:13]=2)[CH2:8][N:6]([CH3:7])[CH2:5]1)[CH3:2] |f:2.3|. Reported procedure: 780 mg (2.5 mmol) of N-(2-methoxy-3,4-methylenedioxybenzyl)-N-methylaminoacetaldehyde diethylacetal (3) was dissolved in 1.6 ml of ethanol. The solution was added with 5 ml of 6N sulfuric acid and refluxed under heating for 2 hours and 45 minutes. After cooling, this solution was made basic by adding a 25% aqueous solution of sodium hydroxide and extracted with 5 ml and then with 2 ml of methylene chloride successively. The extracts were joined, washed with 2 ml of water and dried over anhydrous... Reactants: ester, C(CCC(=O)O)(=O)O (succinic acid), OC(C)N1C(CC(CC1(C)C)O)(C)C (1-hydroxyethyl-4-hydroxy-2,2,6,6-tetramethylpiperidine). Yields the product CC1(CC(CC(N1CCOC(=O)CCC(=O)O)(C)C)O)C (TINUVIN 622). RXN SMILES: [C:1]([OH:8])(=[O:7])[CH2:2][CH2:3][C:4]([OH:6])=[O:5].O[CH:10]([N:12]1[C:17]([CH3:19])([CH3:18])[CH2:16][CH:15]([OH:20])[CH2:14][C:13]1([CH3:22])[CH3:21])[CH3:11]>>[CH3:22][C:13]1([CH3:21])[N:12]([CH2:10][CH2:11][O:5][C:4]([CH2:3][CH2:2][C:1]([OH:8])=[O:7])=[O:6])[C:17]([CH3:19])([CH3:18])[CH2:16][CH:15]([OH:20])[CH2:14]1. Procedure details: This is an oligo ester of succinic acid and 1-hydroxyethyl-4-hydroxy-2,2,6,6-tetramethylpiperidine of Ciba-Geigy, Basel. Procedure details: A mixture of 3-(5-methyl-2-phenyl-4-oxazolyl)propanethioamide (5.47 g), 1,3-dichloro-2-propanone (3.10 g) and ethanol (100 mL) was heated under reflux for 1 hr. The reaction mixture was concentrated, and ethyl acetate was added to the residue. The organic layer was washed successively with saturated aqueous sodium hydrogencarbonate and saturated brine, dried over anhydrous magnesium sulfate, and concentrated. The obtained residue was subjected to silica gel column chromatography to give crystals... Starting materials: CC1=C(N=C(O1)C1=CC=CC=C1)CCC(N)=S (3-(5-methyl-2-phenyl-4-oxazolyl)propanethioamide), ClCC(CCl)=O (1,3-dichloro-2-propanone). Solvent: C(C)O (ethanol). Product: ClCC=1N=C(SC1)CCC=1N=C(OC1C)C1=CC=CC=C1 (4-[2-(4-chloromethyl-2-thiazolyl)ethyl]-5-methyl-2-phenyloxazole). RXN SMILES: [CH3:1][C:2]1[O:6][C:5]([C:7]2[CH:12]=[CH:11][CH:10]=[CH:9][CH:8]=2)=[N:4][C:3]=1[CH2:13][CH2:14][C:15](=[S:17])[NH2:16].[Cl:18][CH2:19][C:20](=O)[CH2:21]Cl>C(O)C>[Cl:18][CH2:19][C:20]1[N:16]=[C:15]([CH2:14][CH2:13][C:3]2[N:4]=[C:5]([C:7]3[CH:12]=[CH:11][CH:10]=[CH:9][CH:8]=3)[O:6][C:2]=2[CH3:1])[S:17][CH:21]=1. The yield is 49.4%.